Dataset: the Open Reaction Database (ORD), a public repository of structured organic reaction records. Task: describe an organic reaction: reactants, conditions, products, and yield Reactants: O1C=C(C=C1)C1=CC(=C(N1)C(=O)NCC1=CC=C(C(=O)OC)C=C1)C1=CC=C(C=C1)O (Methyl 4-[({[5-(3-furyl)-3-(4-hydroxyphenyl)-1H-pyrrol-2-yl]carbonyl}amino)methyl]benzoate), C[O-].[Na+] (sodium methoxide), Cl.NO (hydroxylamine hydrochloride), C[O-].[Na+] (sodium methoxide), C[O-].[Na+] (sodium methoxide), O (Water). Reagents/catalysts: C=1C=CC2=C(C1)C(=O)OC2(C=3C=CC(=CC3)O)C=4C=CC(=CC4)O (phenolphtalein). The solvent is CO (methanol), C(C)(=O)O (acetic acid), CO (methanol), CO (methanol), CO (methanol). Conditions: time 26 hour. The product is O1C=C(C=C1)C1=CC(=C(N1)C(=O)NCC1=CC=C(C=C1)C(=O)NO)C1=CC=C(C=C1)O (5-(3-furyl)-N-{4-[(hydroxyamino)carbonyl]benzyl}-3-(4-hydroxyphenyl)-1H-pyrrole-2-carboxamide). The yield is 93.9%. Reaction SMILES: Cl.[NH2:2][OH:3].C[O-].[Na+].[O:7]1[CH:11]=[CH:10][C:9]([C:12]2[NH:16][C:15]([C:17]([NH:19][CH2:20][C:21]3[CH:30]=[CH:29][C:24]([C:25](OC)=[O:26])=[CH:23][CH:22]=3)=[O:18])=[C:14]([C:31]3[CH:36]=[CH:35][C:34]([OH:37])=[CH:33][CH:32]=3)[CH:13]=2)=[CH:8]1.O>CO.C1C=CC2C(C3C=CC(O)=CC=3)(C3C=CC(O)=CC=3)OC(=O)C=2C=1.C(O)(=O)C>[O:7]1[CH:11]=[CH:10][C:9]([C:12]2[NH:16][C:15]([C:17]([NH:19][CH2:20][C:21]3[CH:22]=[CH:23][C:24]([C:25]([NH:2][OH:3])=[O:26])=[CH:29][CH:30]=3)=[O:18])=[C:14]([C:31]3[CH:36]=[CH:35][C:34]([OH:37])=[CH:33][CH:32]=3)[CH:13]=2)=[CH:8]1 |f:0.1,2.3|. Procedure: To a solution of hydroxylamine hydrochloride (0.48 g, 7.5 mmol) and phenolphtalein (1 mg) in methanol (1.25 ml) under inert atmosphere, an aliquot of sodium methoxide in methanol (taken from a solution of 2.70 g, 50 mmol of sodium methoxide in 10 ml of methanol) was added dropwise until a permanent pink color was observed. Methyl 4-[({[5-(3-furyl)-3-(4-hydroxyphenyl)-1H-pyrrol-2-yl]carbonyl}amino)methyl]benzoate (0.52 g, 1.25 mmol) and sodium methoxide in methanol (12.5 mmol, 2.46 ml of the prev...